describe an organic reaction: reactants, conditions, products, and yield From a dataset of the Open Reaction Database (ORD), a public repository of structured organic reaction records. Reactants: C(CCCCCCCCCCCCC)C1=CC=C(C=C1)O (4-tetradecylphenol), C(C)(=O)[O-] (acetate), [Cl-].[Cl-].[Cl-].[Al+3] (aluminum trichloride). Run in C(Cl)(Cl)Cl (chloroform). Run at temperature 120 celsius. The product is OC1=C(C=C(C=C1)CCCCCCCCCCCCCC)C(C)=O (1-(2-Hydroxy-5-tetradecylphenyl)ethanone). As a reaction SMILES: [CH2:1]([C:15]1[CH:20]=[CH:19][C:18]([OH:21])=[CH:17][CH:16]=1)[CH2:2][CH2:3][CH2:4][CH2:5][CH2:6][CH2:7][CH2:8][CH2:9][CH2:10][CH2:11][CH2:12][CH2:13][CH3:14].[C:22]([O-])(=[O:24])[CH3:23].[Cl-].[Cl-].[Cl-].[Al+3]>C(Cl)(Cl)Cl>[OH:21][C:18]1[CH:17]=[CH:16][C:15]([CH2:1][CH2:2][CH2:3][CH2:4][CH2:5][CH2:6][CH2:7][CH2:8][CH2:9][CH2:10][CH2:11][CH2:12][CH2:13][CH3:14])=[CH:20][C:19]=1[C:22](=[O:24])[CH3:23] |f:2.3.4.5|. Procedure: A 900 mg portion of 4-tetradecylphenol, acetate was heated at 70° C. under argon and 720 mg of aluminum trichloride was added portionwise. After 2 hours the temperature was raised to 120° C. and the mixture was heated at this temperature for 45 minutes. The mixture was then cooled, diluted with chloroform, washed with 50% aqueous hydrochloric acid then water and dried. The solvents were removed and the residue recrystallized from ether-methanol, giving 850 mg of the desired compound, mp 38.5°-39... Reactants: S(=O)(Cl)Cl (thionyl chloride), N(=[N+]=[N-])CCC1=CC=C(C(=O)N)C=C1 (p-(2-azidoethyl)benzamide), C1(=CC=CC=C1)P(C1=CC=CC=C1)C1=CC=CC=C1 (triphenylphosphine), acid chloride, N (ammonia). Solvent: C(C)O (ethanol). The product is NCCC1=CC=C(C(=O)N)C=C1 (p-(2-aminoethyl)benzamide). RXN SMILES: S(Cl)(Cl)=O.N.[N:6]([CH2:9][CH2:10][C:11]1[CH:19]=[CH:18][C:14]([C:15]([NH2:17])=[O:16])=[CH:13][CH:12]=1)=[N+]=[N-].C1(P(C2C=CC=CC=2)C2C=CC=CC=2)C=CC=CC=1>C(O)C>[NH2:6][CH2:9][CH2:10][C:11]1[CH:19]=[CH:18][C:14]([C:15]([NH2:17])=[O:16])=[CH:13][CH:12]=1. Reported procedure: For the preparation of the starting material of Example 10a, p-(2-bromoethyl)-acetophenone was reacted with sodium azide in dimethylsulfoxide to give p-(2-azidoethyl)acetophenone. Oxidation with sodium hypobromite gave p-(2-azidoethyl)benzoic acid (m.p. 130°-131°, from acetone-hexane), which was converted with thionyl chloride into the corresponding acid chloride and subsequently with ammonia into p-(2-azidoethyl)benzamide. Treatment with triphenylphosphine and hydrolysis gave p-(2-aminoethyl)be...